Dataset: the Open Reaction Database (ORD), a public repository of structured organic reaction records. Task: describe an organic reaction: reactants, conditions, products, and yield Starting materials: NCCCSC=1OC=CN1 (2-(3-aminopropylthio)oxazole), [N+](=O)([O-])C=C(SC)SC (1-nitro-2,2-bis-methylthioethylene). The product is [N+](=O)([O-])C=C(NCCCSC=1OC=CN1)SC (1-nitro-2-methylthio-2-[3-(2-oxazolylthio)propylamino]ethylene). Isolated yield 63.0%. As a reaction SMILES: [NH2:1][CH2:2][CH2:3][CH2:4][S:5][C:6]1[O:7][CH:8]=[CH:9][N:10]=1.[N+:11]([CH:14]=[C:15](SC)[S:16][CH3:17])([O-:13])=[O:12]>>[N+:11]([CH:14]=[C:15]([S:16][CH3:17])[NH:1][CH2:2][CH2:3][CH2:4][S:5][C:6]1[O:7][CH:8]=[CH:9][N:10]=1)([O-:13])=[O:12]. Reported procedure: By the procedure of Example 8(i), 2-(3-aminopropylthio)oxazole (2.1 g) is reacted with 1-nitro-2,2-bis-methylthioethylene (2.0 g) to give 1-nitro-2-methylthio-2-[3-(2-oxazolylthio)propylamino]ethylene (2.1 g) which, on reaction with methylamine by the procedure of Example 8(ii) gives the title product (1.8 g).